Dataset: the Open Reaction Database (ORD), a public repository of structured organic reaction records. Task: describe an organic reaction: reactants, conditions, products, and yield The reactants are [N+](=O)([O-])C1=C(N=CN1)C(=O)O (5-nitroimidazole-4-carboxylic acid), P(Cl)(Cl)(Cl)(Cl)Cl (phosphorus pentachloride). Conditions: temperature 120 celsius. Product: [N+](=O)([O-])C=1N=CN2C(C=3N(C(C21)=O)C=NC3[N+](=O)[O-])=O (1,6-dinitro-5H,10H-diimidazo[1,5-a:1',5'-d]pyrazine-5,10-dione). Isolated yield 107.3%. As a reaction SMILES: [N+:1]([C:4]1[NH:8][CH:7]=[N:6][C:5]=1[C:9]([OH:11])=O)([O-:3])=[O:2].P(Cl)(Cl)(Cl)(Cl)Cl>>[N+:1]([C:4]1[N:8]=[CH:7][N:6]2[C:5]=1[C:9](=[O:11])[N:6]1[CH:7]=[N:8][C:4]([N+:1]([O-:3])=[O:2])=[C:5]1[C:9]2=[O:11])([O-:3])=[O:2]. Procedure: An intimate mixture of 5-nitroimidazole-4-carboxylic acid (2.0 g) and phosphorus pentachloride (2.67 g) was stirred and heated in an oil bath at 120° C. for 1 hour. The resulting yellow slurry was evaporated at 60° C./0.1 nun Hg for 30 minutes, to give 1,6-dinitro-5H,10H-diimidazo[1,5-a:1',5'-d]pyrazine-5,10-dione (1.90 g) in the form of a yellow solid, m.p. 249°-251° C. (with decomposition). [νmax (KBr disc) 1750 cm-1 ; m/e 278 (M+)]. Reactants: C(C)NC1CCCCC1 (N-ethyl-cyclohexylamine), COC1C(CCCC1)N1N=NN=C1CCCC(=S)O (4-[1-(2-Methoxycyclohexyl)-1,2,3,4-tetrazol-5-yl]thio-butyric acid), ClC(=O)OCC(C)C (isobutyl chloroformate), C1CCC2=NCCCN2CC1 (DBU). Solvent: O1CCCC1 (tetrahydrofuran). Run at time 30 minute. The product is C(C)N(C(CCCC1=NN=NN1C1C(CCCC1)OC)=S)C1CCCCC1 (N-ethyl-N-cyclohexyl-4-[1-(2-methoxycyclohexyl)-1,2,3,4-tetrazol-5-yl]thiobutyramide). Isolated yield 45.0%. RXN SMILES: [CH3:1][O:2][CH:3]1[CH2:8][CH2:7][CH2:6][CH2:5][CH:4]1[N:9]1[C:13]([CH2:14][CH2:15][CH2:16][C:17](O)=[S:18])=[N:12][N:11]=[N:10]1.[CH2:20]1[CH2:30][CH2:29][N:28]2[C:23](=NC[CH2:26][CH2:27]2)[CH2:22][CH2:21]1.ClC(OCC(C)C)=O.C(NC1CCCCC1)C>O1CCCC1>[CH2:27]([N:28]([CH:23]1[CH2:22][CH2:21][CH2:20][CH2:30][CH2:29]1)[C:17](=[S:18])[CH2:16][CH2:15][CH2:14][C:13]1[N:9]([CH:4]2[CH2:5][CH2:6][CH2:7][CH2:8][CH:3]2[O:2][CH3:1])[N:10]=[N:11][N:12]=1)[CH3:26]. Procedure: 4-[1-(2-Methoxycyclohexyl)-1,2,3,4-tetrazol-5-yl]thio-butyric acid (45 mmole) is dissolved in tetrahydrofuran (50 ml), and thereto is added DBU (50 mmole). To the mixture is added dropwise with stirring isobutyl chloroformate (50 mmole) under ice-cooling, and the mixture is stirred at room temperature for 30 minutes. To the mixture is added dropwise N-ethyl-cyclohexylamine (54 mmole), and the mixture is further stirred at room temperature for 2 hours. The solvent is distilled off under reduced p... Starting materials: O=C1OC2(CCN(C(=O)c3c[nH]c4cc(Cl)ccc34)CC2)c2ccc(F)cc21, CN(C)CCCl. Product: CN(C)CCn1cc(C(=O)N2CCC3(CC2)OC(=O)c2cc(F)ccc23)c2ccc(Cl)cc21. As a reaction SMILES: [Cl:1][c:2]1[cH:3][cH:4][c:5]2[c:6]([C:11](=[O:12])[N:13]3[CH2:14][CH2:15][C:16]4([O:17][C:18](=[O:26])[c:19]5[c:20]4[cH:21][cH:22][c:23]([F:25])[cH:24]5)[CH2:27][CH2:28]3)[cH:7][nH:8][c:9]2[cH:10]1.[Cl:29][CH2:30][CH2:31][N:32]([CH3:33])[CH3:34]>>[Cl:1][c:2]1[cH:3][cH:4][c:5]2[c:6]([C:11](=[O:12])[N:13]3[CH2:14][CH2:15][C:16]4([O:17][C:18](=[O:26])[c:19]5[c:20]4[cH:21][cH:22][c:23]([F:25])[cH:24]5)[CH2:27][CH2:28]3)[cH:7][n:8]([CH2:30][CH2:31][N:32]([CH3:33])[CH3:34])[c:9]2[cH:10]1. The reactants are ClC=1SC=CC1 (2-chlorothiophene), ClC1=NC=CC=N1 (2-chloropyrimidine). The product is ClC1=NC=CC(=N1)C=1SC(=CC1)Cl (2-Chloro-4-(5-chlorothiophen-2-yl)pyrimidine). RXN SMILES: [Cl:1][C:2]1[S:3][CH:4]=[CH:5][CH:6]=1.[Cl:7][C:8]1[N:13]=[CH:12][CH:11]=[CH:10][N:9]=1>>[Cl:7][C:8]1[N:13]=[C:12]([C:4]2[S:3][C:2]([Cl:1])=[CH:6][CH:5]=2)[CH:11]=[CH:10][N:9]=1. Procedure details: The title compound was prepared from 2-chlorothiophene and 2-chloropyrimidine in a manner analogous to Example 249, Step 1. MS (M+H)+ 231.